describe an organic reaction: reactants, conditions, products, and yield From a dataset of the Open Reaction Database (ORD), a public repository of structured organic reaction records. Starting materials: C1CCNCC1, Cc1[nH]c(C=O)c(C)c1C(=O)N1CCN(C)CC1, CCO, O=C1Cc2c(cccc2-c2ccc(OC(F)(F)F)cc2)N1. Product: Cc1[nH]c(C=C2C(=O)Nc3cccc(-c4ccc(OC(F)(F)F)cc4)c32)c(C)c1C(=O)N1CCN(C)CC1. RXN SMILES: [CH2:40]1[CH2:41][CH2:42][NH:43][CH2:44][CH2:45]1.[CH3:22][c:23]1[c:24]([CH:38]=[O:39])[nH:25][c:26]([CH3:37])[c:27]1[C:28](=[O:29])[N:30]1[CH2:31][CH2:32][N:33]([CH3:36])[CH2:34][CH2:35]1.[CH3:46][CH2:47][OH:48].[F:1][C:2]([O:3][c:4]1[cH:5][cH:6][c:7](-[c:10]2[c:11]3[c:15]([cH:16][cH:17][cH:18]2)[NH:14][C:13](=[O:19])[CH2:12]3)[cH:8][cH:9]1)([F:20])[F:21]>>[F:1][C:2]([O:3][c:4]1[cH:5][cH:6][c:7](-[c:10]2[c:11]3[c:15]([cH:16][cH:17][cH:18]2)[NH:14][C:13](=[O:19])[C:12]3=[CH:38][c:24]2[c:23]([CH3:22])[c:27]([C:28](=[O:29])[N:30]3[CH2:31][CH2:32][N:33]([CH3:36])[CH2:34][CH2:35]3)[c:26]([CH3:37])[nH:25]2)[cH:8][cH:9]1)([F:20])[F:21]. Reactants: FC(C(=O)O)(F)F (trifluoroacetic acid), BrC=1C=C(C=CC1)NC1=NC=NC2=CC(=C(C=C12)NC(C=CCN(CCO)CC(=O)OC(C)(C)C)=O)OC (4-[(3-bromophenyl)amino]-6-[(4-{N-[(tert-butyloxycarbonyl)methyl]-N-(2-hydroxyethyl)amino}-1-oxo-2-buten-1-yl)amino]-7-methoxy-quinazoline). Solvent: C(Cl)Cl (methylene chloride). Run at time 24 hour. The product is BrC=1C=C(C=CC1)NC1=NC=NC2=CC(=C(C=C12)NC(C=CCN(CCO)CC(=O)O)=O)OC (4-[(3-bromophenyl)amino]-6-([4-(N-(carboxymethyl)-N-(2-hydroxyethyl)amino]-1-oxo-2-buten-1-yl)amino)-7-methoxyquinazoline). RXN SMILES: FC(F)(F)C(O)=O.[Br:8][C:9]1[CH:10]=[C:11]([NH:15][C:16]2[C:25]3[C:20](=[CH:21][C:22]([O:44][CH3:45])=[C:23]([NH:26][C:27](=[O:43])[CH:28]=[CH:29][CH2:30][N:31]([CH2:35][C:36]([O:38]C(C)(C)C)=[O:37])[CH2:32][CH2:33][OH:34])[CH:24]=3)[N:19]=[CH:18][N:17]=2)[CH:12]=[CH:13][CH:14]=1>C(Cl)Cl>[Br:8][C:9]1[CH:10]=[C:11]([NH:15][C:16]2[C:25]3[C:20](=[CH:21][C:22]([O:44][CH3:45])=[C:23]([NH:26][C:27](=[O:43])[CH:28]=[CH:29][CH2:30][N:31]([CH2:35][C:36]([OH:38])=[O:37])[CH2:32][CH2:33][OH:34])[CH:24]=3)[N:19]=[CH:18][N:17]=2)[CH:12]=[CH:13][CH:14]=1. Procedure: 1 ml of trifluoroacetic acid is added dropwise within two minutes to a solution of 330 mg of 4-[(3-bromophenyl)amino]-6-[(4-{N-[(tert-butyloxycarbonyl)methyl]-N-(2-hydroxyethyl)amino}-1-oxo-2-buten-1-yl)amino]-7-methoxy-quinazoline in 4 ml of methylene chloride while cooling with an ice bath. The reaction mixture is stirred for half an hour while cooling with an ice bath and then for a further 24 hours at ambient temperature. For working up, the mixture is evaporated to dryness in the rotary eva... Starting materials: C(#N)C1(CC1)NC(=O)[C@H]1[C@@H](C[C@@H](C1)S(=O)(=O)C1=C(C=C(C=C1)Br)Cl)C(=O)N1CC(CC1)(F)F ((1R,2R,4R)-4-(2-Chloro-4-bromo-benzenesulfonyl)-2-(3,3-difluoro-pyrrolidine-1-carbonyl)-cyclopentanecarboxylic acid (1-cyano-cyclopropyl)-amide), ClC1=NC=CC(=C1)B(O)O (2-chloropyridine-4-boronic acid), brown solid. Product: C(#N)C1(CC1)NC(=O)[C@H]1[C@@H](C[C@@H](C1)S(=O)(=O)C1=C(C=C(C=C1)C1=CC(=NC=C1)Cl)Cl)C(=O)N1CC(CC1)(F)F ((1R,2R,4R)-4-[2-Chloro-4-(2-chloro-pyridin-4-yl)-benzenesulfonyl]-2-(3,3-difluoro-pyrrolidine-1-carbonyl)-cyclopentanecarboxylic acid (1-cyano-cyclopropyl)-amide). RXN SMILES: [C:1]([C:3]1([NH:6][C:7]([C@@H:9]2[CH2:13][C@@H:12]([S:14]([C:17]3[CH:22]=[CH:21][C:20](Br)=[CH:19][C:18]=3[Cl:24])(=[O:16])=[O:15])[CH2:11][C@H:10]2[C:25]([N:27]2[CH2:31][CH2:30][C:29]([F:33])([F:32])[CH2:28]2)=[O:26])=[O:8])[CH2:5][CH2:4]1)#[N:2].[Cl:34][C:35]1[CH:40]=[C:39](B(O)O)[CH:38]=[CH:37][N:36]=1>>[C:1]([C:3]1([NH:6][C:7]([C@@H:9]2[CH2:13][C@@H:12]([S:14]([C:17]3[CH:22]=[CH:21][C:20]([C:39]4[CH:38]=[CH:37][N:36]=[C:35]([Cl:34])[CH:40]=4)=[CH:19][C:18]=3[Cl:24])(=[O:16])=[O:15])[CH2:11][C@H:10]2[C:25]([N:27]2[CH2:31][CH2:30][C:29]([F:33])([F:32])[CH2:28]2)=[O:26])=[O:8])[CH2:5][CH2:4]1)#[N:2]. Procedure details: The title compound was prepared in analogy to example 196 using (1R,2R,4R)-4-(2-chloro-4-bromo-benzenesulfonyl)-2-(3,3-difluoro-pyrrolidine-1-carbonyl)-cyclopentanecarboxylic acid (1-cyano-cyclopropyl)-amide (Example 187 step 4) and 2-chloropyridine-4-boronic acid. Light brown solid (58%). MS (EI): 597.1 (M+H)+. The reactants are CC#N, Cc1nc(C)c(Cl)c(NCc2nccc(SCCCCl)c2C)n1, [Na+], [Na+], O=C([O-])[O-], O, Sc1ncccn1. Yields the product Cc1nc(C)c(Cl)c(NCc2nccc(SCCCSc3ncccn3)c2C)n1. RXN SMILES: [CH3:37][C:38]#[N:39].[Cl:1][CH2:2][CH2:3][CH2:4][S:5][c:6]1[c:7]([CH3:23])[c:8]([CH2:12][NH:13][c:14]2[n:15][c:16]([CH3:22])[n:17][c:18]([CH3:21])[c:19]2[Cl:20])[n:9][cH:10][cH:11]1.[Na+:31].[Na+:32].[O-:33][C:34](=[O:35])[O-:36].[OH2:40].[SH:24][c:25]1[n:26][cH:27][cH:28][cH:29][n:30]1>>[CH2:2]([CH2:3][CH2:4][S:5][c:6]1[c:7]([CH3:23])[c:8]([CH2:12][NH:13][c:14]2[n:15][c:16]([CH3:22])[n:17][c:18]([CH3:21])[c:19]2[Cl:20])[n:9][cH:10][cH:11]1)[S:24][c:25]1[n:26][cH:27][cH:28][cH:29][n:30]1. The reactants are CO, O=[N+]([O-])c1ccc(OCc2ccc(Cl)cc2)cn1, O. Product: Nc1ccc(OCc2ccc(Cl)cc2)cn1. RXN SMILES: [CH3:20][OH:21].[Cl:1][c:2]1[cH:3][cH:4][c:5]([CH2:6][O:7][c:8]2[cH:9][cH:10][c:11]([N+:14]([O-:15])=[O:16])[n:12][cH:13]2)[cH:17][cH:18]1.[OH2:19]>>[Cl:1][c:2]1[cH:3][cH:4][c:5]([CH2:6][O:7][c:8]2[cH:9][cH:10][c:11]([NH2:14])[n:12][cH:13]2)[cH:17][cH:18]1. Reactants: CCOC(=O)CP(=O)(OCC)OCC, [H-], [Na+], C1CCOC1, O, O=Cc1cccc2nnsc12. Product: CCOC(=O)C=Cc1cccc2nnsc12. Reaction SMILES: [CH2:3]([O:4][P:5]([O:6][CH2:7][CH3:8])(=[O:9])[CH2:11][C:12](=[O:13])[O:14][CH2:15][CH3:16])[CH3:10].[H-:1].[Na+:2].[O:29]1[CH2:30][CH2:31][CH2:32][CH2:33]1.[OH2:28].[s:17]1[n:18][n:19][c:20]2[c:21]1[c:22]([CH:26]=[O:27])[cH:23][cH:24][cH:25]2>>[CH:11]([C:12](=[O:13])[O:14][CH2:15][CH3:16])=[CH:26][c:22]1[c:21]2[s:17][n:18][n:19][c:20]2[cH:25][cH:24][cH:23]1. Starting materials: ClC1=CC=C(C=C1)CN1C(=NC2=C1C(CCC2)O)C(C)C (1-[(4-chlorophenyl)methyl]-2-(1-methylethyl)-4,5,6,7-tetrahydro-1H-benzimidazol-7-ol), [H-].[Na+] (sodium hydride), BrCC(=O)OCC (ethyl bromoacetate). Solvent: O1CCCC1 (tetrahydrofuran). Conditions: temperature 0 celsius, time 30 minute. Yields the product ClC1=CC=C(C=C1)CN1C(=NC2=C1C(CCC2)OCC(=O)OCC)C(C)C (Ethyl {[1-[(4-chlorophenyl)methyl]-2-(1-methylethyl)-4,5,6,7-tetrahydro-1H-benzimidazol-7-yl]oxy}acetate). As a reaction SMILES: [Cl:1][C:2]1[CH:7]=[CH:6][C:5]([CH2:8][N:9]2[C:13]3[CH:14]([OH:18])[CH2:15][CH2:16][CH2:17][C:12]=3[N:11]=[C:10]2[CH:19]([CH3:21])[CH3:20])=[CH:4][CH:3]=1.[H-].[Na+].Br[CH2:25][C:26]([O:28][CH2:29][CH3:30])=[O:27]>O1CCCC1>[Cl:1][C:2]1[CH:3]=[CH:4][C:5]([CH2:8][N:9]2[C:13]3[CH:14]([O:18][CH2:25][C:26]([O:28][CH2:29][CH3:30])=[O:27])[CH2:15][CH2:16][CH2:17][C:12]=3[N:11]=[C:10]2[CH:19]([CH3:21])[CH3:20])=[CH:6][CH:7]=1 |f:1.2|. Reported procedure: To a stirred solution of Intermediate 58 (55 mg) in anhydrous tetrahydrofuran (3 mL) at 0° C. under an atmosphere of nitrogen was added sodium hydride (10 mg) as a 60% by weight suspension on mineral oil in one charge. The reaction was stirred at 0° C. for 30 min. To the reaction was added neat ethyl bromoacetate (0.026 mL) in one charge the reaction was then allowed to warm to ambient temperature under an atmosphere of nitrogen over 30 min. The reaction was quenched with saturated aqueous ammon...